Dataset: the Open Reaction Database (ORD), a public repository of structured organic reaction records. Task: describe an organic reaction: reactants, conditions, products, and yield The reactants are [N+](=O)([O-])C1=C(C=CC(=C1)NC(=O)C)O (2-nitro-4-acetamino-phenol), BrCCCCBr (1,4-dibromobutane), C([O-])([O-])=O.[K+].[K+] (potassium carbonate), [I-].[K+] (potassium iodide). Solvent: CS(=O)C (dimethylsulfoxide), CC(=O)C (acetone), O (water). Product: [N+](=O)([O-])C1=C(OCCCCBr)C=CC(=C1)NC(=O)C (4-(2'-nitro-4'-acetamino-phenoxy)-1-bromobutane). As a reaction SMILES: [N+:1]([C:4]1[CH:9]=[C:8]([NH:10][C:11]([CH3:13])=[O:12])[CH:7]=[CH:6][C:5]=1[OH:14])([O-:3])=[O:2].[Br:15][CH2:16][CH2:17][CH2:18][CH2:19]Br.C(=O)([O-])[O-].[K+].[K+].[I-].[K+]>CS(C)=O.CC(C)=O.O>[N+:1]([C:4]1[CH:9]=[C:8]([NH:10][C:11]([CH3:13])=[O:12])[CH:7]=[CH:6][C:5]=1[O:14][CH2:19][CH2:18][CH2:17][CH2:16][Br:15])([O-:3])=[O:2] |f:2.3.4,5.6|. Procedure: 39.2 g of 2-nitro-4-acetamino-phenol are dissolved in a mixture of 200 ml of dimethylsulfoxide and 400 ml of acetone and, after adding 23.8 g of 1,4-dibromobutane, 13.8 g of potassium carbonate and 0.1 g of potassium iodide, the solution is boiled under reflux cooling for 10 hours, whilst stirring, and the reaction mixture is discharged onto 5 times the volume of water. The resulting yellow precipitate is filtered off, washed first with 1% strength sodium hydroxide solution and then with water a... Starting materials: C12(CC3CC(CC(C1)C3)C2)C2=CC=C3C=CC(=C(C3=C2)OCCCCCCO)C2=CC=C(C(=O)OC)C=C2 (methyl 4-[7-(1-adamantyl)-6-hydroxyhexyloxy-2-naphthyl]benzoate), S(=O)(=O)(OC)OC (dimethyl sulphate). Yields the product C12(CC3CC(CC(C1)C3)C2)C2=CC=C3C=CC(=C(C3=C2)OCCCCCCOC)C2=CC=C(C(=O)O)C=C2 (4-[7-(1-adamantyl)-6-methoxyhexyloxy-2-naphthyl]benzoic acid). Yield: 11.5%. Reaction SMILES: [C:1]12([C:11]3[CH:20]=[C:19]4[C:14]([CH:15]=[CH:16][C:17]([C:29]5[CH:38]=[CH:37][C:32]([C:33]([O:35]C)=[O:34])=[CH:31][CH:30]=5)=[C:18]4[O:21][CH2:22][CH2:23][CH2:24][CH2:25][CH2:26][CH2:27][OH:28])=[CH:13][CH:12]=3)[CH2:10][CH:5]3[CH2:6][CH:7]([CH2:9][CH:3]([CH2:4]3)[CH2:2]1)[CH2:8]2.S(OC)(O[CH3:43])(=O)=O>>[C:1]12([C:11]3[CH:20]=[C:19]4[C:14]([CH:15]=[CH:16][C:17]([C:29]5[CH:38]=[CH:37][C:32]([C:33]([OH:35])=[O:34])=[CH:31][CH:30]=5)=[C:18]4[O:21][CH2:22][CH2:23][CH2:24][CH2:25][CH2:26][CH2:27][O:28][CH3:43])=[CH:13][CH:12]=3)[CH2:8][CH:7]3[CH2:9][CH:3]([CH2:4][CH:5]([CH2:6]3)[CH2:10]1)[CH2:2]2. Procedure details: Following the procedure of Example 12(a), but reacting 870 mg (1.7 mmol) of methyl 4-[7-(1-adamantyl)-6-hydroxyhexyloxy-2-naphthyl]benzoate with 160 μl (1.7 mmol) of dimethyl sulphate, 100 mg (14%) of the expected compound were obtained, which compound had a melting point of 141°-3° C.